Dataset: the Open Reaction Database (ORD), a public repository of structured organic reaction records. Task: describe an organic reaction: reactants, conditions, products, and yield The reactants are [C@@H]([C@H](C(=O)[O-])O)(C(=O)[O-])O.[Na+].[K+] (Rochelle salt), ClC=1C=C(C=CC1Cl)C1=CC(=NN1C1=CC=C(C=C1)OC)CC(C(=O)O)C=1C=C(C=CC1)C (3-[5-(3,4-Dichloro-phenyl)-1-(4-methoxy-phenyl)-1H-pyrazol-3-yl]-2-m-tolyl-propionic acid), O1CCCC1 (tetrahydrofuran), [H-].C(C(C)C)[Al+]CC(C)C (diisobutyl aluminum hydride). Run in C(C)OCC (Diethyl ether). Conditions: temperature -78 celsius, time 30 minute. The product is ClC=1C=C(C=CC1Cl)C1=CC(=NN1C1=CC=C(C=C1)OC)CC(CO)C=1C=C(C=CC1)C (3-[5-(3,4-Dichloro-phenyl)-1-(4-methoxy-phenyl)-1H-pyrazol-3-yl]-2-m-tolyl-propan-1-ol). The yield is 99.8%. RXN SMILES: [Cl:1][C:2]1[CH:3]=[C:4]([C:9]2[N:13]([C:14]3[CH:19]=[CH:18][C:17]([O:20][CH3:21])=[CH:16][CH:15]=3)[N:12]=[C:11]([CH2:22][CH:23]([C:27]3[CH:28]=[C:29]([CH3:33])[CH:30]=[CH:31][CH:32]=3)[C:24](O)=[O:25])[CH:10]=2)[CH:5]=[CH:6][C:7]=1[Cl:8].O1CCCC1.[H-].C([Al+]CC(C)C)C(C)C.[C@H](O)(C([O-])=O)[C@@H](O)C([O-])=O.[Na+].[K+]>C(OCC)C>[Cl:1][C:2]1[CH:3]=[C:4]([C:9]2[N:13]([C:14]3[CH:15]=[CH:16][C:17]([O:20][CH3:21])=[CH:18][CH:19]=3)[N:12]=[C:11]([CH2:22][CH:23]([C:27]3[CH:28]=[C:29]([CH3:33])[CH:30]=[CH:31][CH:32]=3)[CH2:24][OH:25])[CH:10]=2)[CH:5]=[CH:6][C:7]=1[Cl:8] |f:2.3,4.5.6|. Procedure: To a 3-neck round-bottom flask charged with nitrogen was added 3-[5-(3,4-dichloro-phenyl)-1-(4-methoxy-phenyl)-1H-pyrazol-3-yl]-2-m-tolyl-propionic acid ethyl ester (see Method 2, product before hydrolysis; 798 mg, 1.57 mmol, 1.0 equiv) and tetrahydrofuran (6.0 mL). The mixture was cooled to -78° C., then diisobutyl aluminum hydride (4.7 mL, 1.0 M solution in tetrahydrofuran) was added dropwise. The reaction mixture was stirred at −78° C. for 30 min then allowed to warm to room temperature and s... Starting materials: CS(=O)(=O)c1ncc(C#Cc2ccccc2)cn1, Cl, NC1CCC(O)CC1. Yields the product OC1CCC(Nc2ncc(C#Cc3ccccc3)cn2)CC1. RXN SMILES: [CH3:1][S:2](=[O:3])(=[O:4])[c:5]1[n:6][cH:7][c:8]([C:11]#[C:12][c:13]2[cH:14][cH:15][cH:16][cH:17][cH:18]2)[cH:9][n:10]1.[ClH:19].[NH2:20][CH:21]1[CH2:22][CH2:23][CH:24]([OH:27])[CH2:25][CH2:26]1>>[c:5]1([NH:20][CH:21]2[CH2:22][CH2:23][CH:24]([OH:27])[CH2:25][CH2:26]2)[n:6][cH:7][c:8]([C:11]#[C:12][c:13]2[cH:14][cH:15][cH:16][cH:17][cH:18]2)[cH:9][n:10]1.